Dataset: the Open Reaction Database (ORD), a public repository of structured organic reaction records. Task: describe an organic reaction: reactants, conditions, products, and yield The reactants are ClCCl, Cc1cccnc1C, O=C(OO)c1cccc(Cl)c1, [Na+], [Na+], O=S([O-])[O-]. The product is Cc1ccc[n+]([O-])c1C. As a reaction SMILES: [CH2:26]([Cl:27])[Cl:28].[CH3:1][c:2]1[n:3][cH:4][cH:5][cH:6][c:7]1[CH3:8].[Cl:9][c:10]1[cH:11][cH:12][cH:13][c:14]([C:15]([O:16][OH:18])=[O:17])[cH:19]1.[Na+:24].[Na+:25].[S:20]([O-:21])([O-:22])=[O:23]>>[CH3:1][c:2]1[n+:3]([O-:17])[cH:4][cH:5][cH:6][c:7]1[CH3:8]. Reactants: CCOC(=O)C=C1CCC1, CCCC[N+](CCCC)(CCCC)CCCC, CCOC(C)=O, [F-], C[N+](=O)[O-], C1CCOC1. Yields the product CCOC(=O)CC1(C[N+](=O)[O-])CCC1. Reaction SMILES: [CH2:1]([CH3:2])[O:3][C:4]([CH:5]=[C:6]1[CH2:7][CH2:8][CH2:9]1)=[O:10].[CH3:16][CH2:17][CH2:18][CH2:19][N+:20]([CH2:21][CH2:22][CH2:23][CH3:24])([CH2:25][CH2:26][CH2:27][CH3:28])[CH2:29][CH2:30][CH2:31][CH3:32].[CH3:38][CH2:39][O:40][C:41](=[O:42])[CH3:43].[F-:15].[N+:11](=[O:12])([O-:13])[CH3:14].[O:33]1[CH2:34][CH2:35][CH2:36][CH2:37]1>>[CH2:1]([CH3:2])[O:3][C:4]([CH2:5][C:6]1([CH2:14][N+:11](=[O:12])[O-:13])[CH2:7][CH2:8][CH2:9]1)=[O:10].